Dataset: the Open Reaction Database (ORD), a public repository of structured organic reaction records. Task: describe an organic reaction: reactants, conditions, products, and yield Starting materials: ClC1=NC=C(C2=C1N=C(S2)C)I (4-chloro-7-iodo-2-methyl-thiazolo[4,5-c]pyridine), FC=1C=C(C=C(C1)F)B(O)O (3,5-difluorophenylboronic acid), NC=1N=C(SC1)C (4-amino-2-methylthiazole). Product: FC=1C=C(C=C(C1)F)C=1C2=C(C(=NC1)NC=1N=C(SC1)C)N=C(S2)C ([7-(3,5-Difluoro-phenyl)-2-methyl-thiazolo[4,5-c]pyridin-4-yl]-(2-methyl-thiazol-4-yl)-amine). RXN SMILES: Cl[C:2]1[C:7]2[N:8]=[C:9]([CH3:11])[S:10][C:6]=2[C:5](I)=[CH:4][N:3]=1.[F:13][C:14]1[CH:15]=[C:16](B(O)O)[CH:17]=[C:18]([F:20])[CH:19]=1.[NH2:24][C:25]1[N:26]=[C:27]([CH3:30])[S:28][CH:29]=1>>[F:13][C:14]1[CH:15]=[C:16]([C:5]2[C:6]3[S:10][C:9]([CH3:11])=[N:8][C:7]=3[C:2]([NH:24][C:25]3[N:26]=[C:27]([CH3:30])[S:28][CH:29]=3)=[N:3][CH:4]=2)[CH:17]=[C:18]([F:20])[CH:19]=1. Reported procedure: The title compound, MS: m/e=375.1 (M+H+), was prepared in accordance with the general method of example 2, step 1 and step 2 from 4-chloro-7-iodo-2-methyl-thiazolo[4,5-c]pyridine (Example B), 3,5-difluorophenylboronic acid and 4-amino-2-methylthiazole (Example C). Reactants: COC(C=1C(C(=O)OC)=C(C=CC1)NC1=CC2=C(C=C1)OCO2)=O (3-(3,4-methylenedioxyphenylamino)phthalic acid dimethyl ester), [OH-].[Na+] (NaOH). The solvent is C(C)O (ethanol). Yields the product C1OC=2C=C(C=CC2O1)NC1=C(C(C(=O)O)=CC=C1)C(=O)O (3-(3,4-Methylenedioxyphenylamino)phthalic Acid). The yield is 87.4%. Reaction SMILES: C[O:2][C:3](=[O:24])[C:4]1[C:5](=[C:10]([NH:14][C:15]2[CH:20]=[CH:19][C:18]3[O:21][CH2:22][O:23][C:17]=3[CH:16]=2)[CH:11]=[CH:12][CH:13]=1)[C:6]([O:8]C)=[O:7].[OH-].[Na+]>C(O)C>[CH2:22]1[O:21][C:18]2[CH:19]=[CH:20][C:15]([NH:14][C:10]3[CH:11]=[CH:12][CH:13]=[C:4]([C:3]([OH:24])=[O:2])[C:5]=3[C:6]([OH:8])=[O:7])=[CH:16][C:17]=2[O:23]1 |f:1.2|. Procedure: A mixture of 3-(3,4-methylenedioxyphenylamino)phthalic acid dimethyl ester (0.63 g, 1.9 mmol) and 3N NaOH (50 mL) in ethanol (100 mL) was heated to reflux for 2 hours. The mixture was cooled, and the solvent was removed under vacuum. The residue was dissolved in water (100 mL), washed with ethyl acetate (3×75 mL), acidified (HCl) and extracted with ethyl acetate (3×75 mL). The combined organic extracts were washed with water (3×75 mL), dried (MgSO4), and evaporated, providing 0.50 g of the produ... Starting materials: ClC=1C(=CC=2C(=NC=3N(C=C(C(C3C2)=O)C(=O)O)CC)C1)F (8-chloro-1-ethyl-7-fluoro-4-oxo-1,4-dihydro-benzo[b][1,8]naphthyridine-3-carboxylic acid), solid, OCCN1CCNCC1 (1-(2-hydroxyethyl)-piperazine). The solvent is N1=CC=CC=C1 (pyridine). The product is C(C)N1C=C(C(C=2C=C3C(=NC12)C=C(C(=C3)F)N3CCN(CC3)CCO)=O)C(=O)O (1-ethyl-7-fluoro-8-[4-(2-hydroxyethyl)-1-piperazinyl]-4-oxo-1,4-dihydro-benzo[b][1,8]naphthyridine-3-carboxylic acid). The yield is 62.9%. As a reaction SMILES: Cl[C:2]1[C:3]([F:22])=[CH:4][C:5]2[C:6]([CH:21]=1)=[N:7][C:8]1[N:9]([CH2:19][CH3:20])[CH:10]=[C:11]([C:16]([OH:18])=[O:17])[C:12](=[O:15])[C:13]=1[CH:14]=2.[OH:23][CH2:24][CH2:25][N:26]1[CH2:31][CH2:30][NH:29][CH2:28][CH2:27]1>N1C=CC=CC=1>[CH2:19]([N:9]1[C:8]2[N:7]=[C:6]3[CH:21]=[C:2]([N:29]4[CH2:30][CH2:31][N:26]([CH2:25][CH2:24][OH:23])[CH2:27][CH2:28]4)[C:3]([F:22])=[CH:4][C:5]3=[CH:14][C:13]=2[C:12](=[O:15])[C:11]([C:16]([OH:18])=[O:17])=[CH:10]1)[CH3:20]. Reported procedure: 1-Ethyl-7-fluoro-8-[4-(2-hydroxyethyl)-1-piperazinyl]-4-oxo-1,4-dihydro-benzo[b][1,8]naphthyridine-3-carboxylic acid is prepared under the conditions of Reference Example 5 but starting from 1.6 g of 8-chloro-1-ethyl-7-fluoro-4-oxo-1,4-dihydro-benzo[b][1,8]naphthyridine-3-carboxylic acid and 2.6 g of 1-(2-hydroxyethyl)-piperazine in 16 cm3 of pyridine. 1.3 g of 1-ethyl-7-fluoro-8-[4-(2-hydroxyethyl)-1-piperazinyl]-4-oxo-1,4-dihydro-benzo[b][1,8]naphthyridine-3-carboxylic acid are obtained in the...